Dataset: the Open Reaction Database (ORD), a public repository of structured organic reaction records. Task: describe an organic reaction: reactants, conditions, products, and yield The reactants are C(C)(C)N(CC)C(C)C (diisopropylethylamine), ClC(=O)OCC1=CC=CC=C1 (benzyl chloroformate), Cl.N[C@@H](CC(=O)OC)C1=CC=C(C=C1)F ((S)-Methyl 3-amino-3-(4-fluorophenyl)propionate hydrochloride). The solvent is C1CCOC1 (THF). Run at temperature 0 celsius, time 1 hour. The product is N[C@@H](CC1(CC1)O)C1=CC=C(C=C1)F (1-[(S)-2-Amino-2-(4-fluorophenyl)ethyl]cyclopropanol). Yield: 2.3%. RXN SMILES: Cl.[NH2:2][C@H:3]([C:9]1[CH:14]=[CH:13][C:12]([F:15])=[CH:11][CH:10]=1)[CH2:4][C:5]([O:7]C)=O.[CH:16](N(C(C)C)CC)(C)[CH3:17].ClC(OCC1C=CC=CC=1)=O>C1COCC1>[NH2:2][C@H:3]([C:9]1[CH:14]=[CH:13][C:12]([F:15])=[CH:11][CH:10]=1)[CH2:4][C:5]1([OH:7])[CH2:17][CH2:16]1 |f:0.1|. Reported procedure: (S)-Methyl 3-amino-3-(4-fluorophenyl)propionate hydrochloride (4.5 g) was dissolved in THF (30 ml) and cooled to 0° C. After the addition of diisopropylethylamine (8.8 g), benzyl chloroformate (4.3 g) was slowly added dropwise and the mixture was stirred at 0° C. for 1 hour. The reaction mixture was concentrated by rotary evaporation, dichloromethane (50 ml) was added and the mixture was washed twice with NH4Cl solution. Subsequently, the organic phase was dried with MgSO4, filtered and concentr...